describe an organic reaction: reactants, conditions, products, and yield From a dataset of the Open Reaction Database (ORD), a public repository of structured organic reaction records. The reactants are Ice water, C([O-])([O-])=O.[K+].[K+] (potassium carbonate), C(C1=CC=CC=C1)Br (benzyl bromide), COC=1C=C(C=CC1)CCC1=C(C=CC(=C1OC)OC)CC#N (2-[(3-methoxyphenyl)ethyl]-3,4-dimethoxybenzeneacetonitrile), B(Br)(Br)Br (boron tribromide), Ice water. Solvent: CN(C=O)C (dimethylformamide), ClCCl (dichloromethane), ClCCl (dichloromethane). Run at time 4 hour. Product: C1(=CC=CC=C1)COC=1C=C(C=CC1)CCC1=C(C=CC(=C1OCC1=CC=CC=C1)OCC1=CC=CC=C1)CC#N (2-[2-[3-(phenylmethoxy)phenyl]ethyl]-3,4-bis-(phenylmethoxy)benzeneacetonitrile). Yield: 60.0%. As a reaction SMILES: [CH3:1][O:2][C:3]1[CH:4]=[C:5]([CH2:9][CH2:10][C:11]2[C:16]([O:17][CH3:18])=[C:15]([O:19][CH3:20])[CH:14]=[CH:13][C:12]=2[CH2:21][C:22]#[N:23])[CH:6]=[CH:7][CH:8]=1.B(Br)(Br)Br.C(=O)([O-])[O-].[K+].[K+].C(Br)[C:35]1[CH:40]=[CH:39][CH:38]=[CH:37][CH:36]=1>ClCCl.CN(C)C=O>[C:3]1([CH2:1][O:2][C:3]2[CH:4]=[C:5]([CH2:9][CH2:10][C:11]3[C:16]([O:17][CH2:18][C:11]4[CH:16]=[CH:15][CH:14]=[CH:13][CH:12]=4)=[C:15]([O:19][CH2:20][C:35]4[CH:36]=[CH:37][CH:38]=[CH:39][CH:40]=4)[CH:14]=[CH:13][C:12]=3[CH2:21][C:22]#[N:23])[CH:6]=[CH:7][CH:8]=2)[CH:4]=[CH:5][CH:6]=[CH:7][CH:8]=1 |f:2.3.4|. Procedure: To the 2-[2-[(3-methoxyphenyl)ethyl]-3,4-dimethoxybenzeneacetonitrile (5 g) in dichloromethane (100 ml) at -78°, under nitrogen was added 1M boron tribromide (80 ml) in dichloromethane. The reaction was then stirred at room temperature for 4 hours. Ice/water (50 ml) was added and the aqueous extracted with ether. The ethereal layer was dried (MgSO4) and concentrated to give a purple oil. This oil was dissolved in dry dimethylformamide (100 ml) and then potassium carbonate (22.18 g) followed by b... The reactants are N(=O)OC(C)(C)C (t-butyl nitrite), C(Br)(Br)Br (bromoform), NC1=C(C=NN1C1=C(C=C(C=C1Cl)C(F)(F)F)Cl)S(=O)(=O)C(F)(F)F (5-amino-1-(2,6-dichloro-4-trifluoromethyl-phenyl)-4-trifluoromethylsulphonyl-pyrazole), C(Br)(Br)Br (bromoform), ClCCl (dichloromethane). Run at time 15 hour. The product is BrC1=C(C=NN1C1=C(C=C(C=C1Cl)C(F)(F)F)Cl)S(=O)(=O)C(F)(F)F (5-bromo-1-(2,6-dichloro-4-trifluoromethyl-phenyl)-4-trifluoromethylsulphonylpyrazole). Isolated yield 43.0%. RXN SMILES: N[C:2]1[N:6]([C:7]2[C:12]([Cl:13])=[CH:11][C:10]([C:14]([F:17])([F:16])[F:15])=[CH:9][C:8]=2[Cl:18])[N:5]=[CH:4][C:3]=1[S:19]([C:22]([F:25])([F:24])[F:23])(=[O:21])=[O:20].N(OC(C)(C)C)=O.ClCCl.C(Br)(Br)[Br:37]>>[Br:37][C:2]1[N:6]([C:7]2[C:12]([Cl:13])=[CH:11][C:10]([C:14]([F:17])([F:16])[F:15])=[CH:9][C:8]=2[Cl:18])[N:5]=[CH:4][C:3]=1[S:19]([C:22]([F:25])([F:24])[F:23])(=[O:21])=[O:20]. Procedure details: A suspension of 28 g (0.065 mole) of 5-amino-1-(2,6-dichloro-4-trifluoromethyl-phenyl)-4-trifluoromethylsulphonyl-pyrazole in 70 ml of bromoform are added to a solution of 15.5 ml (0.13 mole) of t-butyl nitrite in 30 ml of bromoform at 20° C. to 25° C. The temperature rises to 40° C. The mixture is then stirred for 15 hours at room temperature, 200 ml of dichloromethane are added, the mixture is washed in sequence with aqueous sodium hydrogen carbonate, sodium thiosulphate and sodium chloride so... Reactants: C(C1=CC=CC=C1)OCCC(C)=O (4-benzyloxy-2-butanone), C(CO)O (ethylene glycol), C(OCC)(OCC)OCC (triethyl orthoformate). Conditions: time 13.5 hour. Reported procedure: A mixture of 4-benzyloxy-2-butanone (10 g, 56.1 mmol), ethylene glycol (40 ml, 718 mmol), triethyl orthoformate (9.3 ml, 55.9 mmol) and p-toluenesulfonic acid monohydrate (290 mg, 1.52 mmol) was stirred at room temperature for 13.5 hours. To the reaction mixture, a saturated aqueous sodium hydrogen carbonate solution (40 ml) was added and the mixture was extracted three times with chloroform (50 ml). The organic layer was dried over anhydrous sodium sulfate and concentrated. The crude product wa... Reagents/catalysts: O.C1(=CC=C(C=C1)S(=O)(=O)O)C (p-toluenesulfonic acid monohydrate). The product is C(C1=CC=CC=C1)OCCC1(OCCO1)C (2-(2-(benzyloxy)ethyl)-2-methyl-1,3-dioxolane). RXN SMILES: [CH2:1]([O:8][CH2:9][CH2:10][C:11](=[O:13])[CH3:12])[C:2]1[CH:7]=[CH:6][CH:5]=[CH:4][CH:3]=1.[CH2:14](O)[CH2:15][OH:16].C(OCC)(OCC)OCC>O.C1(C)C=CC(S(O)(=O)=O)=CC=1.C(=O)([O-])O.[Na+]>[CH2:1]([O:8][CH2:9][CH2:10][C:11]1([CH3:12])[O:16][CH2:15][CH2:14][O:13]1)[C:2]1[CH:7]=[CH:6][CH:5]=[CH:4][CH:3]=1 |f:3.4,5.6|. Yield: 80.8%. Run in C(O)([O-])=O.[Na+] (sodium hydrogen carbonate).